From a dataset of the Open Reaction Database (ORD), a public repository of structured organic reaction records. describe an organic reaction: reactants, conditions, products, and yield Starting materials: CC1(CCNC(C2=NC3=C(N21)C=C(C=C3)C(=O)OCC3=CC=CC=C3)=O)C (benzyl 5,5-dimethyl-1-oxo-2,3,4,5-tetrahydro-1H-[1,4]diazepino[1,2-a]benzimidazole-8-carboxylate). The reagents and catalysts are [Pd] (palladium on carbon). Run in CO (methanol). Yields the product CC1(CCNC(C2=NC3=C(N21)C=C(C=C3)C(=O)O)=O)C (5,5-Dimethyl-1-oxo-2,3,4,5-tetrahydro-1H-[1,4]diazepino[1,2-a]benzimidazole-8-carboxylic acid). The yield is 63.2%. RXN SMILES: [CH3:1][C:2]1([CH3:27])[N:11]2[C:7](=[N:8][C:9]3[CH:15]=[CH:14][C:13]([C:16]([O:18]CC4C=CC=CC=4)=[O:17])=[CH:12][C:10]=32)[C:6](=[O:26])[NH:5][CH2:4][CH2:3]1>CO.[Pd]>[CH3:1][C:2]1([CH3:27])[N:11]2[C:7](=[N:8][C:9]3[CH:15]=[CH:14][C:13]([C:16]([OH:18])=[O:17])=[CH:12][C:10]=32)[C:6](=[O:26])[NH:5][CH2:4][CH2:3]1. Reported procedure: A suspension of benzyl 5,5-dimethyl-1-oxo-2,3,4,5-tetrahydro-1H-[1,4]diazepino[1,2-a]benzimidazole-8-carboxylate (88 mg, 0.22 mmol) in methanol (2 mL) is hydrogenated over 10% palladium on carbon (23 mg) under balloon pressure for 3 h. The catalyst is removed by filtration, and the filtrate concentrated to afford the title compound (38 mg, 63%).